Dataset: the Open Reaction Database (ORD), a public repository of structured organic reaction records. Task: describe an organic reaction: reactants, conditions, products, and yield Reactants: C(CCC)[Li] (n-butyl lithium), [Si](C)(C)(C(C)(C)C)O[C@H]1C([C@@H](CC(C1)OCC1=CC=CC=C1)O[Si](C)(C)C(C)(C)C)=O ((2R,6R)-2,6-bis-[(t-butyldimethylsilyl)oxy]-4-[(benzyl)oxy]-cyclohexanone), ice water. The reagents and catalysts are [Br-].C[P+](C1=CC=CC=C1)(C1=CC=CC=C1)C1=CC=CC=C1 (methyltriphenylphosphonium bromide). Run in C1CCOC1 (THF), C1CCOC1 (THF). Run at temperature 0 celsius, time 10 minute. The product is C(C1=CC=CC=C1)OC1C[C@H](C([C@@H](C1)O[Si](C)(C)C(C)(C)C)=C)O[Si](C)(C)C(C)(C)C ((3R,5R)-3,5-bis-[(t-butyldimethylsilyl)oxy]-4-methylene-cyclohexanol benzyl ether). Yield: 98.3%. Reaction SMILES: [CH2:1]([Li])CCC.[Si:6]([O:13][C@@H:14]1[CH2:19][CH:18]([O:20][CH2:21][C:22]2[CH:27]=[CH:26][CH:25]=[CH:24][CH:23]=2)[CH2:17][C@@H:16]([O:28][Si:29]([C:32]([CH3:35])([CH3:34])[CH3:33])([CH3:31])[CH3:30])[C:15]1=O)([C:9]([CH3:12])([CH3:11])[CH3:10])([CH3:8])[CH3:7]>[Br-].C[P+](C1C=CC=CC=1)(C1C=CC=CC=1)C1C=CC=CC=1.C1COCC1>[CH2:21]([O:20][CH:18]1[CH2:17][C@@H:16]([O:28][Si:29]([C:32]([CH3:35])([CH3:33])[CH3:34])([CH3:30])[CH3:31])[C:15](=[CH2:1])[C@H:14]([O:13][Si:6]([C:9]([CH3:10])([CH3:11])[CH3:12])([CH3:8])[CH3:7])[CH2:19]1)[C:22]1[CH:23]=[CH:24][CH:25]=[CH:26][CH:27]=1 |f:2.3|. Procedure: To a suspension of methyltriphenylphosphonium bromide (1.55 g, 4.34 mmol) in dry THF (10 mL) cooled to 0° C. was added n-butyl lithium (n-BuLi, 2.71 mL, 4.34 mmol, 1.6 M solution in hexane), and the mixture was stirred for 10 min, and further stirred for 1 h at room temperature. To the resulting orange mixture was added over ca. 20 min period a solution of Compound 6 (1.0 g, 2.15 mmol) dissolved in dry THF (10 mL). After being stirred for 1 h at 0° C. and for 17 h at room temperature, the reacti...